This data is from the Open Reaction Database (ORD), a public repository of structured organic reaction records. The task is: describe an organic reaction: reactants, conditions, products, and yield The reactants are N(=NC(=O)OC(C)C)C(=O)OC(C)C (diisopropyl azodicarboxylate), ClC1=CC=C(C=C1)S(=O)(=O)N[C@H]1C(NCCCC1)=O (4-Chloro-N-((R)-2-oxo-azepan-3-yl)-benzenesulfonamide), COC=1C=CC(=NC1)CO ((5-Methoxy-pyridin-2-yl)-methanol), C1(=CC=CC=C1)P(C1=CC=CC=C1)C1=CC=CC=C1 (triphenyl phosphine). Solvent: C(Cl)Cl (CH2Cl2), C(Cl)Cl (CH2Cl2). Run at time 8 hour. Yields the product ClC1=CC=C(C=C1)S(=O)(=O)N([C@H]1C(NCCCC1)=O)CC=1C=NC(=CC1)OC (4-Chloro-N-(6-methoxy-pyridin-3-ylmethyl)-N-((R)-2-oxo-azepan-3-yl)-benzenesulfonamide). RXN SMILES: [Cl:1][C:2]1[CH:7]=[CH:6][C:5]([S:8]([NH:11][C@@H:12]2[CH2:18][CH2:17][CH2:16][CH2:15][NH:14][C:13]2=[O:19])(=[O:10])=[O:9])=[CH:4][CH:3]=1.CO[C:22]1[CH:23]=[CH:24][C:25](CO)=[N:26][CH:27]=1.[C:30]1(P(C2C=CC=CC=2)C2C=CC=CC=2)C=CC=CC=1.N(C(OC(C)C)=O)=N[C:51](OC(C)C)=[O:52]>C(Cl)Cl>[Cl:1][C:2]1[CH:3]=[CH:4][C:5]([S:8]([N:11]([CH2:30][C:22]2[CH:27]=[N:26][C:25]([O:52][CH3:51])=[CH:24][CH:23]=2)[C@@H:12]2[CH2:18][CH2:17][CH2:16][CH2:15][NH:14][C:13]2=[O:19])(=[O:10])=[O:9])=[CH:6][CH:7]=1. Reported procedure: 4-Chloro-N-((R)-2-oxo-azepan-3-yl)-benzenesulfonamide (0.04 g, 0.12 mmol), (5-Methoxy-pyridin-2-yl)-methanol (0.04 g, 030 mmol), triphenyl phosphine (0.08 g, 0.30 mmol) were dissolved in dry CH2Cl2 (6 ml) under an argon atmosphere followed by the dropwise addition of diisopropyl azodicarboxylate (60 mg, 0.30 ml) in dry CH2Cl2 (2 ml). The reaction mixture was further stirred overnight at r.t. and then concentrated under reduced pressure. The crude yellow oil was purified over silica gel (ethyl ac... Yields the product COC(C(CC1=CC(=CC=C1)OCC(=O)OC(C)(C)C)OC)=O (3-(3-tert-butoxycarbonylmethoxy-phenyl)-2-methoxy-propionic acid methyl ester). Reactants: COC(C(CC1=CC(=CC=C1)O)OC)=O (3-(3-hydroxy-phenyl)-2-methoxy-propionic acid methyl ester), C(C)OC([C@H](CC1=CC=C(C=C1)OCC(=O)OC(C)(C)C)OC)=O ((2S)-3-(4-tert-butoxycarbonylmethoxy-phenyl)-2-methoxy-propionic acid ethyl ester). Reaction SMILES: [CH3:1][O:2][C:3](=[O:15])[CH:4]([O:13][CH3:14])[CH2:5][C:6]1[CH:11]=[CH:10][CH:9]=[C:8]([OH:12])[CH:7]=1.C(OC(=O)[C@@H](OC)CC1C=CC(O[CH2:29][C:30]([O:32][C:33]([CH3:36])([CH3:35])[CH3:34])=[O:31])=CC=1)C>>[CH3:1][O:2][C:3](=[O:15])[CH:4]([O:13][CH3:14])[CH2:5][C:6]1[CH:11]=[CH:10][CH:9]=[C:8]([O:12][CH2:29][C:30]([O:32][C:33]([CH3:36])([CH3:35])[CH3:34])=[O:31])[CH:7]=1. Procedure: The title compound was prepared from 3-(3-hydroxy-phenyl)-2-methoxy-propionic acid methyl ester (example 9, step 4) via the same procedure used to prepare (2S)-3-(4-tert-butoxycarbonylmethoxy-phenyl)-2-methoxy-propionic acid ethyl ester (PREPARATION 3, step 1) to produce a yellow oil. MS (ES) for C17H24O6 [M+H]+: 325. Reactants: [Al+3], CCOC1CCN(C(=O)c2cc(CC(=O)O)ccc2F)CC1, COC(=O)c1cc(C)[nH]c1C, [Cl-], [Cl-], [Cl-], [Cl-], CC(C)=C(Cl)N(C)C, ClCCl, Cl. Yields the product CCOC1CCN(C(=O)c2cc(CC(=O)c3c(C)[nH]c(C)c3C(=O)OC)ccc2F)CC1. Reaction SMILES: [Al+3:15].[CH2:25]([CH3:26])[O:27][CH:28]1[CH2:29][CH2:30][N:31]([C:34](=[O:35])[c:36]2[cH:37][c:38]([CH2:43][C:44](=[O:45])[OH:46])[cH:39][cH:40][c:41]2[F:42])[CH2:32][CH2:33]1.[CH3:1][c:2]1[nH:3][c:4]([CH3:11])[cH:5][c:6]1[C:7](=[O:8])[O:9][CH3:10].[Cl-:12].[Cl-:13].[Cl-:14].[Cl-:16].[Cl:17][C:18]([N:19]([CH3:20])[CH3:21])=[C:22]([CH3:23])[CH3:24].[Cl:48][CH2:49][Cl:50].[ClH:47]>>[CH3:1][c:2]1[nH:3][c:4]([CH3:11])[c:5]([C:44]([CH2:43][c:38]2[cH:37][c:36]([C:34]([N:31]3[CH2:30][CH2:29][CH:28]([O:27][CH2:25][CH3:26])[CH2:33][CH2:32]3)=[O:35])[c:41]([F:42])[cH:40][cH:39]2)=[O:45])[c:6]1[C:7](=[O:8])[O:9][CH3:10]. Starting materials: C(C1=CC=CC=C1)(=O)OC1CC=2C(C3=CC(=CC=C3OC2CC1)Br)=O (2-benzoyloxy-7-bromo-1,2,3,4-tetrahydro-9-oxo-xanthene), [OH-].[K+] (potassium hydroxide), O1CCCC1 (tetrahydrofuran), aqueous solution. Run in CO (methanol). Conditions: time 2 hour. The product is BrC1=CC=C2OC=3CCC(CC3C(C2=C1)=O)O (7-bromo-2-hydroxy-1,2,3,4-tetrahydro-9-oxo-xanthene). Isolated yield 80.0%. As a reaction SMILES: C([O:9][CH:10]1[CH2:23][CH2:22][C:21]2[O:20][C:19]3[C:14](=[CH:15][C:16]([Br:24])=[CH:17][CH:18]=3)[C:13](=[O:25])[C:12]=2[CH2:11]1)(=O)C1C=CC=CC=1.O1CCCC1.[OH-].[K+]>CO>[Br:24][C:16]1[CH:15]=[C:14]2[C:19]([O:20][C:21]3[CH2:22][CH2:23][CH:10]([OH:9])[CH2:11][C:12]=3[C:13]2=[O:25])=[CH:18][CH:17]=1 |f:2.3|. Procedure: 45.0 g of 2-benzoyloxy-7-bromo-1,2,3,4-tetrahydro-9-oxo-xanthene obtained in Example 4 was suspended in a mixed solution of 240 ml of tetrahydrofuran and 90 ml of methanol. To the suspension was added dropwise at room temperature 45 ml of an aqueous solution containing 7.0 g of potassium hydroxide. After stirring the resulting solution for two hours, the solvent was removed by distillation. To the thus obtained crystals was added 300 ml of water, and the mixture was thoroughly agitated and filte... Starting materials: C1CCOC1, C1CCOC1, C[Si](C)(C)[N-][Si](C)(C)C, Cc1ccccc1, CCOC(C)=O, O=C(O)c1cc(S(=O)(=O)CCCCl)ccc1O, [K+]. Product: O=C(O)c1cc(S(=O)(=O)C2CC2)ccc1O. Reaction SMILES: [CH2:28]1[O:29][CH2:30][CH2:31][CH2:32]1.[CH2:40]1[O:41][CH2:42][CH2:43][CH2:44]1.[CH3:18][Si:19]([N-:20][Si:21]([CH3:22])([CH3:23])[CH3:24])([CH3:25])[CH3:26].[CH3:33][c:34]1[cH:35][cH:36][cH:37][cH:38][cH:39]1.[CH3:45][CH2:46][O:47][C:48](=[O:49])[CH3:50].[Cl:1][CH2:2][CH2:3][CH2:4][S:5](=[O:6])(=[O:7])[c:8]1[cH:9][cH:10][c:11]([OH:17])[c:12]([C:13](=[O:14])[OH:15])[cH:16]1.[K+:27]>>[CH2:2]1[CH2:3][CH:4]1[S:5](=[O:6])(=[O:7])[c:8]1[cH:9][cH:10][c:11]([OH:17])[c:12]([C:13](=[O:14])[OH:15])[cH:16]1. Reactants: TEA, Cl.NO (hydroxylamine hydrochloride), C(#N)C1=CC=C(CN(C(C2=CC=C(C=C2)[N+](=O)[O-])=O)CC(=O)OC(C)(C)C)C=C1 (tert-butyl 2-(N-(4-cyanobenzyl)-4-nitrobenzamido)acetate), C(=O)(O)[O-].[Na+] (NaHCO3). The solvent is CN(C)C=O (DMF). Reported procedure: Prepared using General Procedure 19. To a stirred solution of tert-butyl 2-(N-(4-cyanobenzyl)-4-nitrobenzamido)acetate INT-56 (11.5 g, 29.2 mmol) and TEA (10.2 mL, 73.0 mmol) in DMF (50 mL) was added hydroxylamine hydrochloride (5.07 g, 73.0 mmol). After 24 h the reaction mixture was poured onto water (200 mL) and NaHCO3 (200 mL) and extracted into EA (2×250 mL). The organics were washed with brine (3×200 mL), dried over MgSO4 and concentrated in vacuo, evaporating from hexanes, to provide 12.1 ... Reaction SMILES: [C:1]([C:3]1[CH:29]=[CH:28][C:6]([CH2:7][N:8]([CH2:20][C:21]([O:23][C:24]([CH3:27])([CH3:26])[CH3:25])=[O:22])[C:9](=[O:19])[C:10]2[CH:15]=[CH:14][C:13]([N+:16]([O-:18])=[O:17])=[CH:12][CH:11]=2)=[CH:5][CH:4]=1)#[N:2].Cl.[NH2:31][OH:32].C([O-])(O)=O.[Na+]>CN(C=O)C>[OH:32][NH:31][C:1]([C:3]1[CH:4]=[CH:5][C:6]([CH2:7][N:8]([CH2:20][C:21]([O:23][C:24]([CH3:25])([CH3:26])[CH3:27])=[O:22])[C:9](=[O:19])[C:10]2[CH:15]=[CH:14][C:13]([N+:16]([O-:18])=[O:17])=[CH:12][CH:11]=2)=[CH:28][CH:29]=1)=[NH:2] |f:1.2,3.4|. Product: ONC(=N)C1=CC=C(CN(C(C2=CC=C(C=C2)[N+](=O)[O-])=O)CC(=O)OC(C)(C)C)C=C1 (tert-butyl 2-(N-(4-(N-hydroxycarbamimidoyl)benzyl)-4-nitrobenzamido)acetate). Isolated yield 97.0%. Reactants: C[Si](CCOCN1N=CC=2C=NC(=CC21)C=2C=NC=C(C2)C=C)(C)C (trimethyl-[2-[[6-(5-vinyl-3-pyridyl)pyrazolo[4,3-c]pyridin-1-yl]methoxy]ethyl]silane), [H][H] (Hydrogen). The reagents and catalysts are [OH-].[OH-].[Pd+2] (Pearlman's catalyst). The solvent is C(C)O (Ethanol). Conditions: time 8 hour. Yields the product C(C)C=1C=C(C=NC1)C1=CC2=C(C=N1)C=NN2COCC[Si](C)(C)C (2-[[6-(5-ethyl-3-pyridyl)pyrazolo[4,3-c]pyridin-1-yl]methoxy]ethyl-trimethyl-silane). Yield: 15.9%. RXN SMILES: [CH3:1][Si:2]([CH3:25])([CH3:24])[CH2:3][CH2:4][O:5][CH2:6][N:7]1[C:15]2[CH:14]=[C:13]([C:16]3[CH:17]=[N:18][CH:19]=[C:20]([CH:22]=[CH2:23])[CH:21]=3)[N:12]=[CH:11][C:10]=2[CH:9]=[N:8]1.[H][H]>C(O)C.[OH-].[OH-].[Pd+2]>[CH2:22]([C:20]1[CH:21]=[C:16]([C:13]2[N:12]=[CH:11][C:10]3[CH:9]=[N:8][N:7]([CH2:6][O:5][CH2:4][CH2:3][Si:2]([CH3:24])([CH3:1])[CH3:25])[C:15]=3[CH:14]=2)[CH:17]=[N:18][CH:19]=1)[CH3:23] |f:3.4.5|. Reported procedure: To a solution of trimethyl-[2-[[6-(5-vinyl-3-pyridyl)pyrazolo[4,3-c]pyridin-1-yl]methoxy]ethyl]silane (543.4 mg) in Ethanol (50 mL) in a 250 mL round bottom flask was added Pearlman's catalyst (0.1850 mmol; 129.9 mg). The flask was vacuumed and connected with a balloon of Hydrogen. The mixture was stirred at room temperature overnight. The mixture was filtered through Celite. The filtrate was concentrated. The residue was purified on silica eluted with 0 to 5% MeOH in DCM to afford 2-[[6-(5-ethy...